This data is from the Open Reaction Database (ORD), a public repository of structured organic reaction records. The task is: describe an organic reaction: reactants, conditions, products, and yield Reactants: COc1ccc(C2COCCO2)c2sc(NC(=O)c3ccnc(Br)c3)nc12, O=C([O-])[O-], COC1CNC1, ClC(Cl)Cl, Cl, [Cs+], [Cs+], CN(C)C=O. Product: COc1ccc(C2COCCO2)c2sc(NC(=O)c3ccnc(N4CC(OC)C4)c3)nc12. RXN SMILES: [Br:1][c:2]1[cH:3][c:4]([C:5](=[O:6])[NH:7][c:8]2[s:9][c:10]3[c:11]([n:12]2)[c:13]([O:23][CH3:24])[cH:14][cH:15][c:16]3[CH:17]2[O:18][CH2:19][CH2:20][O:21][CH2:22]2)[cH:25][cH:26][n:27]1.[C:28](=[O:29])([O-:30])[O-:31].[CH3:35][O:36][CH:37]1[CH2:38][NH:39][CH2:40]1.[Cl:41][CH:42]([Cl:43])[Cl:44].[ClH:34].[Cs+:32].[Cs+:33].[O:45]=[CH:46][N:47]([CH3:48])[CH3:49]>>[c:2]1([N:39]2[CH2:38][CH:37]([O:36][CH3:35])[CH2:40]2)[cH:3][c:4]([C:5](=[O:6])[NH:7][c:8]2[s:9][c:10]3[c:11]([n:12]2)[c:13]([O:23][CH3:24])[cH:14][cH:15][c:16]3[CH:17]2[O:18][CH2:19][CH2:20][O:21][CH2:22]2)[cH:25][cH:26][n:27]1.